This data is from the Open Reaction Database (ORD), a public repository of structured organic reaction records. The task is: describe an organic reaction: reactants, conditions, products, and yield The reactants are BrC(Br)(Br)Br, CO, CO, ClC(Cl)Cl, [Li+], [N-]=[N+]=[N-], CN(C)C=O, O=c1ccn(C2OC(CO)C(O)C2O)c(=O)[nH]1, c1ccc(P(c2ccccc2)c2ccccc2)cc1. Yields the product [N-]=[N+]=NCC1OC(n2ccc(=O)[nH]c2=O)C(O)C1O. Reaction SMILES: [C:41]([Br:42])([Br:43])([Br:44])[Br:45].[CH3:51][OH:52].[CH3:57][OH:58].[CH:53]([Cl:54])([Cl:55])[Cl:56].[Li+:40].[N-:37]=[N+:38]=[N-:39].[O:46]=[CH:47][N:48]([CH3:49])[CH3:50].[OH:1][CH2:2][CH:3]1[O:4][CH:5]([n:10]2[cH:11][cH:12][c:13](=[O:14])[nH:15][c:16]2=[O:17])[CH:6]([OH:7])[CH:8]1[OH:9].[c:18]1([P:19]([c:20]2[cH:21][cH:22][cH:23][cH:24][cH:25]2)[c:26]2[cH:27][cH:28][cH:29][cH:30][cH:31]2)[cH:32][cH:33][cH:34][cH:35][cH:36]1>>[CH2:2]([CH:3]1[O:4][CH:5]([n:10]2[cH:11][cH:12][c:13](=[O:14])[nH:15][c:16]2=[O:17])[CH:6]([OH:7])[CH:8]1[OH:9])[N:37]=[N+:38]=[N-:39]. Reactants: crude product, S(O)(O)(=O)=O (Sulfuric acid), [N+](=O)([O-])C1=C(C(=O)OC)C=CC(=C1)C(=O)[O-] (1-methyl 2-nitroterephthalate), C=C(C)C (Isobutene). The solvent is CCOC(=O)C (EtOAc), O1CCOCC1 (dioxane). Reaction conditions: temperature 0 celsius, time 5 day. Yields the product COC(C1=C(C=C(C(=O)OC(C)(C)C)C=C1)[N+](=O)[O-])=O (2-nitroterephthalic acid 4-tert-butyl ester 1-methyl ester). Yield: 73.0%. RXN SMILES: S(=O)(=O)(O)O.[N+:6]([C:9]1[CH:18]=[C:17]([C:19]([O-:21])=[O:20])[CH:16]=[CH:15][C:10]=1[C:11]([O:13][CH3:14])=[O:12])([O-:8])=[O:7].[CH2:22]=[C:23]([CH3:25])[CH3:24]>O1CCOCC1.CCOC(C)=O>[CH3:14][O:13][C:11](=[O:12])[C:10]1[CH:15]=[CH:16][C:17]([C:19]([O:21][C:23]([CH3:25])([CH3:24])[CH3:22])=[O:20])=[CH:18][C:9]=1[N+:6]([O-:8])=[O:7]. Procedure details: Sulfuric acid conc (5 ml) was added to a solution of 1-methyl 2-nitroterephthalate (25.2 g, 0.112 mmol) in dioxane (120 ml) in a Parr shaker bottle and cooled to 0° C. Isobutene (100 ml) was added, the vessel was sealed, and vigorously shaken for 5 days. The crude product was dissolved in EtOAc after evaporation of the excess isobutene and washed with sat NaHCO3. The organic layer was dried over MgSO4, filtered, and evaporated leaving 23.0 g (73%) of 2-nitroterephthalic acid 4-tert-butyl ester 1... Reactants: COC=1C=C(C=O)C=CC1OC (3,4-dimethoxybenzaldehyde), C(C)(=O)[O-].[NH4+] (ammonium acetate), [N+](=O)([O-])C (nitromethane), C(C)(=O)O (acetic acid). The product is COC1=C(C=C(C=C1)[C@H]1[C@@H](CC=CC1)[N+](=O)[O-])OC ((±)-trans-1,2-Dimethoxy-4-(2-nitrocyclohex-4-enyl)benzene). As a reaction SMILES: [CH3:1][O:2][C:3]1[CH:4]=[C:5]([CH:8]=[CH:9][C:10]=1[O:11][CH3:12])[CH:6]=O.[C:13]([O-])(=O)[CH3:14].[NH4+].[N+:18]([CH3:21])([O-:20])=[O:19].[C:22](O)(=O)[CH3:23]>>[CH3:12][O:11][C:10]1[CH:9]=[CH:8][C:5]([C@@H:6]2[CH2:14][CH:13]=[CH:23][CH2:22][C@H:21]2[N+:18]([O-:20])=[O:19])=[CH:4][C:3]=1[O:2][CH3:1] |f:1.2|. Procedure: 207.0 g of 3,4-dimethoxybenzaldehyde, 100.0 g of ammonium acetate and 125 ml of nitromethane are heated to boiling for 3-4 h in 1.0 l of glacial acetic acid. After cooling in an ice bath, the precipitate is filtered off with suction, rinsed with glacial acetic acid and petroleum ether and dried. M.p.: 140-141° C.